From a dataset of the Open Reaction Database (ORD), a public repository of structured organic reaction records. describe an organic reaction: reactants, conditions, products, and yield Reactants: C(#C)C1=C2C[C@H]3N(C[C@H](C[C@@H]3C=3C=CC=C(N1)C32)NC(N(CC)CC)=O)C (3-(2-ethynyl-6-methyl-8α-ergolinyl)-1,1-diethylurea), N1=CC=CC2=CC=CC=C12 (quinoline). The reagents and catalysts are [Pd] (palladium/calcium carbonate). Solvent: C(C)O (ethanol). Product: CN1C[C@H](C[C@@H]2C=3C=CC=C4NC(=C(C[C@@H]12)C34)C=C)NC(N(CC)CC)=O (3-(6-methyl-2-vinyl-8α-ergolinyl)-1,1-diethylurea). Yield: 14.9%. Reaction SMILES: [C:1]([C:3]1[NH:17][C:16]2[C:18]3[C:4]=1[CH2:5][C@@H:6]1[C@@H:11]([C:12]=3[CH:13]=[CH:14][CH:15]=2)[CH2:10][C@H:9]([NH:19][C:20](=[O:26])[N:21]([CH2:24][CH3:25])[CH2:22][CH3:23])[CH2:8][N:7]1[CH3:27])#[CH:2].N1C2C(=CC=CC=2)C=CC=1>C(O)C.[Pd]>[CH3:27][N:7]1[C@H:6]2[C@@H:11]([C:12]3[CH:13]=[CH:14][CH:15]=[C:16]4[C:18]=3[C:4]([CH2:5]2)=[C:3]([CH:1]=[CH2:2])[NH:17]4)[CH2:10][C@H:9]([NH:19][C:20](=[O:26])[N:21]([CH2:22][CH3:23])[CH2:24][CH3:25])[CH2:8]1. Reported procedure: 200 mg of 3-(2-ethynyl-6-methyl-8α-ergolinyl)-1,1-diethylurea is hydrogenated at room temperature and under normal pressure in 35 ml of ethanol with 200 mg of palladium/calcium carbonate (2%) and 200 mg of quinoline. After the mixture has been filtered off from the catalyst, it is evaporated. The residue is chromatographed over silica gel with methylene chloride/ethanol 6:1, thus obtaining 30 mg of 3-(6-methyl-2-vinyl-8α-ergolinyl)-1,1-diethylurea after recrystallization from ethanol/hexane, mp ... Starting materials: ClC=1C=CC2=C(N=C(S2)CCl)C1 (5-Chloro-2-(chloromethyl)-1,3-benzothiazole), C(=O)([O-])[O-].[K+].[K+] (K2CO3), [Na+].[I-] (NaI), OC1=NC=CC(=C1)C#N (2-Hydroxy-4-cyano-pyridine). Solvent: CN(C)C=O (DMF), O (H2O). Conditions: time 10 minute. Yields the product ClC=1C=CC2=C(N=C(S2)COC=2C=C(C#N)C=CN2)C1 (2-[(5-Chloro-1,3-benzothiazol-2-yl)methoxy]isonicotinonitrile). The yield is 7.5%. As a reaction SMILES: [OH:1][C:2]1[CH:7]=[C:6]([C:8]#[N:9])[CH:5]=[CH:4][N:3]=1.C([O-])([O-])=O.[K+].[K+].[Na+].[I-].[Cl:18][C:19]1[CH:20]=[CH:21][C:22]2[S:26][C:25]([CH2:27]Cl)=[N:24][C:23]=2[CH:29]=1>CN(C=O)C.O>[Cl:18][C:19]1[CH:20]=[CH:21][C:22]2[S:26][C:25]([CH2:27][O:1][C:2]3[CH:7]=[C:6]([CH:5]=[CH:4][N:3]=3)[C:8]#[N:9])=[N:24][C:23]=2[CH:29]=1 |f:1.2.3,4.5|. Procedure details: 2-Hydroxy-4-cyano-pyridine (240 mg, 2 mmol, 1 equiv.) was dissolved in DMF (6 ml), K2CO3 (415 mg, 3 mmol, 1.5 equiv.) and NaI (60 mg, 0.4 mmol, 0.2 equiv.) were added and the mixture was stirred at r.t. for 10 min. 5-Chloro-2-(chloromethyl)-1,3-benzothiazole (436 mg, 2 mmol, 1 equiv.) was added and the reaction mixture was stirred at 60° C. for 3 h and at r.t. overnight. By addition of H2O, brown solid precipitated, which was filtered, rinsed with H2O, dried and re-crystallised from CH3CN. Yield... The reactants are ClC=1C(=CC(=C(C(=O)OC)C1)O)F (methyl 5-chloro-4-fluoro-2-hydroxybenzoate), OCCCCCNC(OC(C)(C)C)=O (tert-butyl 5-hydroxypentylcarbamate). The product is ClC1=CC(=C(OCCCCCNC(OC(C)(C)C)=O)C=C1F)CO (tert-Butyl 5-(4-chloro-5-fluoro-2-(hydroxymethyl)phenoxy)pentylcarbamate). As a reaction SMILES: [Cl:1][C:2]1[C:3]([F:13])=[CH:4][C:5]([OH:12])=[C:6]([CH:11]=1)[C:7]([O:9]C)=O.O[CH2:15][CH2:16][CH2:17][CH2:18][CH2:19][NH:20][C:21](=[O:27])[O:22][C:23]([CH3:26])([CH3:25])[CH3:24]>>[Cl:1][C:2]1[C:3]([F:13])=[CH:4][C:5]([O:12][CH2:15][CH2:16][CH2:17][CH2:18][CH2:19][NH:20][C:21](=[O:27])[O:22][C:23]([CH3:26])([CH3:25])[CH3:24])=[C:6]([CH2:7][OH:9])[CH:11]=1. Reported procedure: Intermediate I-30 was prepared from methyl 5-chloro-4-fluoro-2-hydroxybenzoate and tert-butyl 5-hydroxypentylcarbamate analogously to Examples 27-28. RXN SMILES: [Br:46][CH2:47][CH2:48][CH2:49][OH:50].[C:1]([CH3:2])([CH3:3])([CH3:4])[O:5][C:6](=[O:7])[N:8]1[CH2:9][CH:10]([O:34][CH2:35][c:36]2[cH:37][cH:38][c:39]3[c:44]([cH:45]2)[NH:43][CH2:42][CH2:41][CH2:40]3)[CH:11]([c:14]2[cH:15][cH:16][c:17]([O:20][CH2:21][CH2:22][CH2:23][O:24][CH2:25][c:26]3[c:27]([O:32][CH3:33])[cH:28][cH:29][cH:30][cH:31]3)[cH:18][cH:19]2)[CH2:12][CH2:13]1>>[C:1]([CH3:2])([CH3:3])([CH3:4])[O:5][C:6](=[O:7])[N:8]1[CH2:9][CH:10]([O:34][CH2:35][c:36]2[cH:37][cH:38][c:39]3[c:44]([cH:45]2)[N:43]([CH2:47][CH2:48][CH2:49][OH:50])[CH2:42][CH2:41][CH2:40]3)[CH:11]([c:14]2[cH:15][cH:16][c:17]([O:20][CH2:21][CH2:22][CH2:23][O:24][CH2:25][c:26]3[c:27]([O:32][CH3:33])[cH:28][cH:29][cH:30][cH:31]3)[cH:18][cH:19]2)[CH2:12][CH2:13]1. Product: COc1ccccc1COCCCOc1ccc(C2CCN(C(=O)OC(C)(C)C)CC2OCc2ccc3c(c2)N(CCCO)CCC3)cc1. The reactants are OCCCBr, COc1ccccc1COCCCOc1ccc(C2CCN(C(=O)OC(C)(C)C)CC2OCc2ccc3c(c2)NCCC3)cc1. The reactants are [BH4-], CO, O=Cc1ccc(OCc2cn3c(Cl)cccc3n2)cc1, [Na+], O. Yields the product OCc1ccc(OCc2cn3c(Cl)cccc3n2)cc1. Reaction SMILES: [BH4-:1].[CH3:24][OH:25].[Cl:3][c:4]1[cH:5][cH:6][cH:7][c:8]2[n:9]1[cH:10][c:11]([CH2:13][O:14][c:15]1[cH:16][cH:17][c:18]([CH:19]=[O:20])[cH:21][cH:22]1)[n:12]2.[Na+:2].[OH2:23]>>[Cl:3][c:4]1[cH:5][cH:6][cH:7][c:8]2[n:9]1[cH:10][c:11]([CH2:13][O:14][c:15]1[cH:16][cH:17][c:18]([CH2:19][OH:20])[cH:21][cH:22]1)[n:12]2. The reactants are [OH-].[Na+] (sodium hydroxide), C(C)(=O)N(C1=CC=C(C=C1)Cl)CCCOC1=CC=C(C(=O)OC)C=C1 (Methyl 4-[3-[N-acetyl-N-(4-chlorophenyl)amino]propoxy]benzoate), Cl (hydrochloric acid). Run in CO (methanol). Reaction conditions: temperature 60 celsius, time 27 hour. Yields the product C(C)(=O)N(C1=CC=C(C=C1)Cl)CCCOC1=CC=C(C(=O)O)C=C1 (4-[3-[N-Acetyl-N-(4-chlorophenyl)amino]propoxy]benzoic acid). The yield is 94.5%. Reaction SMILES: [C:1]([N:4]([CH2:12][CH2:13][CH2:14][O:15][C:16]1[CH:25]=[CH:24][C:19]([C:20]([O:22]C)=[O:21])=[CH:18][CH:17]=1)[C:5]1[CH:10]=[CH:9][C:8]([Cl:11])=[CH:7][CH:6]=1)(=[O:3])[CH3:2].[OH-].[Na+].Cl>CO>[C:1]([N:4]([CH2:12][CH2:13][CH2:14][O:15][C:16]1[CH:17]=[CH:18][C:19]([C:20]([OH:22])=[O:21])=[CH:24][CH:25]=1)[C:5]1[CH:6]=[CH:7][C:8]([Cl:11])=[CH:9][CH:10]=1)(=[O:3])[CH3:2] |f:1.2|. Procedure details: Methyl 4-[3-[N-acetyl-N-(4-chlorophenyl)amino]propoxy]benzoate (1.20 g) was dissolved in methanol (20 ml), and 1N aqueous sodium hydroxide solution (4.99 ml) was added thereto, the mixture was heated with stirring at 60° C. for 27 hours. The reaction mixture was cooled, and the mixture was adjusted to pH 4-5 by adding conc. hydrochloric acid. The mixture was concentrated under reduced pressure and thereto was added water. The precipitate was collected by filtration, and washed with water to give... The product is BrC1=CC=C(C=C1)N1N=CC(=C1NS(=O)(=O)C(C)C)C(=O)O (1-(4-Bromo-phenyl)-5-(propane-2-sulfonylamino)-1H-pyrazole-4-carboxylic acid). RXN SMILES: C([O:3][C:4]([C:6]1[CH:7]=[N:8][N:9]([C:18]2[CH:23]=[CH:22][C:21]([Br:24])=[CH:20][CH:19]=2)[C:10]=1[NH:11][S:12]([CH:15]([CH3:17])[CH3:16])(=[O:14])=[O:13])=[O:5])C.[OH-].[Na+]>C(O)C>[Br:24][C:21]1[CH:22]=[CH:23][C:18]([N:9]2[C:10]([NH:11][S:12]([CH:15]([CH3:17])[CH3:16])(=[O:14])=[O:13])=[C:6]([C:4]([OH:5])=[O:3])[CH:7]=[N:8]2)=[CH:19][CH:20]=1 |f:1.2|. Procedure: Dissolve 1-(4-Bromo-phenyl)5-(propane-2-sulfonylamino)-1H-pyrazole-4-carboxylic acid ethyl ester (2.549 g, 6.12 mmol) in ethanol (10 mL)(denatured with methanol) and then add an aqueous solution of sodium hydroxide (12.5 mL, 2.0M). Immerse the resulting mixture into a pre-heated oil bath (65° C.) and stir overnight. Upon completion, concentrate to remove ethanol/methanol, wash the resulting aqueous mixture with dichloromethane, and concentrate to remove any trace of dichloromethane. Cool the aqu... The yield is 85.5%. Starting materials: C(C)OC(=O)C=1C=NN(C1NS(=O)(=O)C(C)C)C1=CC=C(C=C1)Br (1-(4-Bromo-phenyl)5-(propane-2-sulfonylamino)-1H-pyrazole-4-carboxylic acid ethyl ester), [OH-].[Na+] (sodium hydroxide). Reaction conditions: temperature 0 celsius, time 8 hour. Solvent: C(C)O (ethanol).